Dataset: the Open Reaction Database (ORD), a public repository of structured organic reaction records. Task: describe an organic reaction: reactants, conditions, products, and yield The reactants are O=S1(N=C(NC2=C1C=CC=C2)C2=C(C1=C(N(C2=O)N=CC(C)C)C=CS1)O)=O (6-(1,1-dioxido-4H-1,2,4-benzothiadiazin-3-yl)-7-hydroxy-4-{[2-methylpropylidene]amino}thieno[3,2-b]pyridin-5(4H)-one), CO (methanol), solution, [BH4-].[Li+] (lithium borohydride), O1CCCC1 (tetrahydrofuran), O1CCCC1 (tetrahydrofuran), Cl (hydrochloric acid). Solvent: O (water). Reaction conditions: temperature 25 celsius, time 1 hour. The product is O=S1(N=C(NC2=C1C=CC=C2)C2=C(C1=C(N(C2=O)NCC2=CC(=CC=C2)OC)C=CS1)O)=O (6-(1,1-dioxido-4H-1,2,4-benzothiadiazin-3-yl)-7-hydroxy-4-[(3-methoxybenzyl)amino]thieno[3,2-b]pyridin-5(4H)-one). RXN SMILES: [O:1]=[S:2]1(=[O:28])[C:7]2[CH:8]=[CH:9][CH:10]=[CH:11][C:6]=2[NH:5][C:4]([C:12]2[C:17](=[O:18])[N:16]([N:19]=[CH:20][CH:21]([CH3:23])[CH3:22])[C:15]3[CH:24]=[CH:25][S:26][C:14]=3[C:13]=2[OH:27])=[N:3]1.CO.[BH4-].[Li+].Cl.[O:34]1[CH2:38][CH2:37][CH2:36][CH2:35]1>O>[O:28]=[S:2]1(=[O:1])[C:7]2[CH:8]=[CH:9][CH:10]=[CH:11][C:6]=2[NH:5][C:4]([C:12]2[C:17](=[O:18])[N:16]([NH:19][CH2:20][C:21]3[CH:22]=[CH:37][CH:36]=[C:35]([O:34][CH3:38])[CH:23]=3)[C:15]3[CH:24]=[CH:25][S:26][C:14]=3[C:13]=2[OH:27])=[N:3]1 |f:2.3|. Reported procedure: The product of Example 269A (0.093 g, 0.19 mmol) in tetrahydrofuran (4 mL) and methanol (0.020 mL, 0.5 mmol) at 0° C. was treated dropwise with a 2.0M solution of lithium borohydride in tetrahydrofuran (0.150 mL, 0.3 mmol). The reaction was stirred at 25° C. for 1 hour, acidified with 1 M hydrochloric acid to a pH of approximately 2-4, diluted with water (15 mL), and the resulting precipitate was collected by filtration and dried. The crude product was chromatographed on silica gel with 1% metha... Reactants: C(C)OC(=O)CN1C(=NC2=C1C=CC(=C2)NS(=O)(=O)C=2C=CC=C1C=CC=NC21)COC2=CC=C(C=C2)C(N)=N (1-ethoxycarbonylmethyl-2-[(4-amidinophenyl)-oxymethyl]-5-(quinoline-8-sulphonylamino)-benzimidazole), [OH-].[Na+] (sodium hydroxide). Yields the product OC(=O)CN1C(=NC2=C1C=CC(=C2)NS(=O)(=O)C=2C=CC=C1C=CC=NC21)COC2=CC=C(C=C2)C(N)=N (1-hydroxycarbonylmethyl-2-[(4-amidinophenyl)-oxymethyl]-5-(quinoline-8-sulphonylamino)-benzimidazole). RXN SMILES: C([O:3][C:4]([CH2:6][N:7]1[C:11]2[CH:12]=[CH:13][C:14]([NH:16][S:17]([C:20]3[CH:21]=[CH:22][CH:23]=[C:24]4[C:29]=3[N:28]=[CH:27][CH:26]=[CH:25]4)(=[O:19])=[O:18])=[CH:15][C:10]=2[N:9]=[C:8]1[CH2:30][O:31][C:32]1[CH:37]=[CH:36][C:35]([C:38](=[NH:40])[NH2:39])=[CH:34][CH:33]=1)=[O:5])C.[OH-].[Na+]>>[OH:5][C:4]([CH2:6][N:7]1[C:11]2[CH:12]=[CH:13][C:14]([NH:16][S:17]([C:20]3[CH:21]=[CH:22][CH:23]=[C:24]4[C:29]=3[N:28]=[CH:27][CH:26]=[CH:25]4)(=[O:18])=[O:19])=[CH:15][C:10]=2[N:9]=[C:8]1[CH2:30][O:31][C:32]1[CH:33]=[CH:34][C:35]([C:38](=[NH:39])[NH2:40])=[CH:36][CH:37]=1)=[O:3] |f:1.2|. Procedure: Prepared analogously to Example 3 from 1-ethoxycarbonylmethyl-2-[(4-amidinophenyl)-oxymethyl]-5-(quinoline-8-sulphonylamino)-benzimidazole and sodium hydroxide solution. Reactants: O=C[O-], O=CO, [Cl-], NO, [Na+], [Na+], O, COc1ccc(C=O)cc1O, O=S(=O)(O)O. Product: COc1ccc(C#N)cc1O. As a reaction SMILES: [CH:12]([O-:13])=[O:14].[CH:26]([OH:27])=[O:28].[Cl-:24].[NH2:21][OH:22].[Na+:15].[Na+:23].[OH2:25].[OH:1][c:2]1[cH:3][c:4]([CH:5]=[O:6])[cH:7][cH:8][c:9]1[O:10][CH3:11].[S:16]([OH:17])([OH:18])(=[O:19])=[O:20]>>[OH:1][c:2]1[cH:3][c:4]([C:5]#[N:21])[cH:7][cH:8][c:9]1[O:10][CH3:11].